From a dataset of the Open Reaction Database (ORD), a public repository of structured organic reaction records. describe an organic reaction: reactants, conditions, products, and yield The reactants are CC(C)(C)[Si](C)(C)Oc1ccc(C=O)cc1, CC(C)(C)[Si](C)(C)OC(CN(CCc1ccc(Br)cc1)Cc1ccccc1)c1cccc(Cl)c1, CCCCCC, [Li]CCCC, C1CCOC1. The product is CC(C)(C)[Si](C)(C)Oc1ccc(C(O)c2ccc(CCN(Cc3ccccc3)CC(O[Si](C)(C)C(C)(C)C)c3cccc(Cl)c3)cc2)cc1. Reaction SMILES: [C:40]([CH3:41])([CH3:42])([CH3:43])[Si:44]([O:45][c:46]1[cH:47][cH:48][c:49]([CH:50]=[O:51])[cH:52][cH:53]1)([CH3:54])[CH3:55].[CH2:1]([c:2]1[cH:3][cH:4][cH:5][cH:6][cH:7]1)[N:8]([CH2:9][CH:10]([c:11]1[cH:12][c:13]([Cl:17])[cH:14][cH:15][cH:16]1)[O:18][Si:19]([CH3:20])([CH3:21])[C:22]([CH3:23])([CH3:24])[CH3:25])[CH2:26][CH2:27][c:28]1[cH:29][cH:30][c:31]([Br:34])[cH:32][cH:33]1.[CH3:61][CH2:62][CH2:63][CH2:64][CH2:65][CH3:66].[Li:35][CH2:36][CH2:37][CH2:38][CH3:39].[O:56]1[CH2:57][CH2:58][CH2:59][CH2:60]1>>[CH2:1]([c:2]1[cH:3][cH:4][cH:5][cH:6][cH:7]1)[N:8]([CH2:9][CH:10]([c:11]1[cH:12][c:13]([Cl:17])[cH:14][cH:15][cH:16]1)[O:18][Si:19]([CH3:20])([CH3:21])[C:22]([CH3:23])([CH3:24])[CH3:25])[CH2:26][CH2:27][c:28]1[cH:29][cH:30][c:31]([CH:50]([c:49]2[cH:48][cH:47][c:46]([O:45][Si:44]([C:40]([CH3:41])([CH3:42])[CH3:43])([CH3:54])[CH3:55])[cH:53][cH:52]2)[OH:51])[cH:32][cH:33]1. Starting materials: C(C)OC(CCCCCCBr)=O (Ethyl-7-bromoheptanoate), C1=CC=C(C=C1)P(C2=CC=CC=C2)C3=CC=CC=C3 (PPh3), ( g ). Solvent: C(C)#N (acetonitrile). The product is [Br-].C(C)OC(=O)CCCCCC[P+](C1=CC=CC=C1)(C1=CC=CC=C1)C1=CC=CC=C1 ((6-Ethoxycarbonyl-hexyl)-triphenyl-phosphonium bromide). RXN SMILES: [CH2:1]([O:3][C:4](=[O:12])[CH2:5][CH2:6][CH2:7][CH2:8][CH2:9][CH2:10][Br:11])[CH3:2].[CH:13]1[CH:18]=[CH:17][C:16]([P:19]([C:26]2[CH:31]=[CH:30][CH:29]=[CH:28][CH:27]=2)[C:20]2[CH:25]=[CH:24][CH:23]=[CH:22][CH:21]=2)=[CH:15][CH:14]=1>C(#N)C>[Br-:11].[CH2:1]([O:3][C:4]([CH2:5][CH2:6][CH2:7][CH2:8][CH2:9][CH2:10][P+:19]([C:20]1[CH:21]=[CH:22][CH:23]=[CH:24][CH:25]=1)([C:26]1[CH:31]=[CH:30][CH:29]=[CH:28][CH:27]=1)[C:16]1[CH:15]=[CH:14][CH:13]=[CH:18][CH:17]=1)=[O:12])[CH3:2] |f:3.4|. Reported procedure: Ethyl-7-bromoheptanoate (2.5 g, 10.54 mmol) and PPh3 (2.764 g, 10.54 mmol) were added to acetonitrile (50 mL) and the mixture was stirred under Ar(g) at reflux for 18 h. The solvent was subsequently removed by evaporation under reduced pressure, and the resulting phosphonium bromide derivative I was dried under high vacuum. The reactants are Cl.NO (hydroxylamine hydrochloride), C(C)(=O)[O-].[Na+] (sodium acetate), ClC1=C(CN2C=C(C3=CC=CC=C23)CC(C)=O)C=CC=C1 (1-(2-chlorobenzyl)-3-(2-oxopropyl)indole). Solvent: C(C)O (ethyl alcohol), O (water). The product is ClC1=C(CN2C=C(C3=CC=CC=C23)CC(C)=NO)C=CC=C1 (1-(2-chlorobenzyl)-3-(2-hydroxyiminopropyl)indole). Yield: 79.0%. RXN SMILES: Cl.[NH2:2][OH:3].C([O-])(=O)C.[Na+].[Cl:9][C:10]1[CH:29]=[CH:28][CH:27]=[CH:26][C:11]=1[CH2:12][N:13]1[C:21]2[C:16](=[CH:17][CH:18]=[CH:19][CH:20]=2)[C:15]([CH2:22][C:23](=O)[CH3:24])=[CH:14]1>O.C(O)C>[Cl:9][C:10]1[CH:29]=[CH:28][CH:27]=[CH:26][C:11]=1[CH2:12][N:13]1[C:21]2[C:16](=[CH:17][CH:18]=[CH:19][CH:20]=2)[C:15]([CH2:22][C:23](=[N:2][OH:3])[CH3:24])=[CH:14]1 |f:0.1,2.3|. Procedure details: 2.5 G of hydroxylamine hydrochloride and 2.5 g of sodium acetate dissolved in 10 ml of water are added to 2 g (0.023 mole) of 1-(2-chlorobenzyl)-3-(2-oxopropyl)indole dissolved in 100 ml of 96% ethyl alcohol. Stirring takes place for 12 hours at 20° and the oxime formed is filtered. The product is recrystallised from di-isopropyl ether. Reactants: C(=O)(OC(C)(C)C)N1[C@@H](CCC1=O)C(=O)O (N-Boc-pyroglutamic acid), [Br-].[Mg+2].[Br-] (magnesium bromide), Cl (HCl), Cl (HCl). Run in C1CCOC1 (THF). Reaction conditions: temperature -78 celsius, time 1 hour. Product: C(C)(C)(C)OC(=O)N[C@H](C(=O)O)CCC(C=C(C)C)=O ((S)-2-(tert-butoxycarbonylamino)-7-methyl-5-oxooct-6-enoic acid). As a reaction SMILES: [C:1]([N:8]1[C:12](=[O:13])[CH2:11][CH2:10][C@H:9]1[C:14]([OH:16])=[O:15])([O:3][C:4]([CH3:7])([CH3:6])[CH3:5])=[O:2].[Br-].[Mg+2].[Br-].Cl>C1COCC1>[C:4]([O:3][C:1]([NH:8][C@@H:9]([CH2:10][CH2:11][C:12](=[O:13])[CH:5]=[C:4]([CH3:7])[CH3:6])[C:14]([OH:16])=[O:15])=[O:2])([CH3:7])([CH3:6])[CH3:5] |f:1.2.3|. Procedure: To a solution of N-Boc-pyroglutamic acid (0.23 g 1.0 mmol) in 10.0 ml of anhydrous THF was added 2-methylprop-1-enyl)magnesium bromide (0.5 M in THF, 5 mL, 2.5 mmol) at −78° C. slowly. The reaction mixture was stirred for 1 h at −78° C. 1 N HCl (2.5 ml) aqueous solution was added and the mixture was slowly warmed up to RT. The pH was adjusted to ˜3 by 1 N HCl. The THF was then removed under vacuum and the remaining aqueous was extracted by DCM (3×20 mL). The organic layer was dried over Na2SO4, ...